The task is: describe an organic reaction: reactants, conditions, products, and yield. This data is from the Open Reaction Database (ORD), a public repository of structured organic reaction records. Starting materials: CC(=O)OC(C)=O, CCN(C(C)C)C(C)C, ClCCl, CC(C)(C)OC(=O)NC(CCN)c1ccc(Cl)cc1. Product: CC(=O)NCCC(NC(=O)OC(C)(C)C)c1ccc(Cl)cc1. Reaction SMILES: [CH3:1][C:2](=[O:3])[O:4][C:5](=[O:6])[CH3:7].[CH:27]([N:28]([CH2:29][CH3:30])[CH:31]([CH3:32])[CH3:33])([CH3:34])[CH3:35].[Cl:36][CH2:37][Cl:38].[NH2:8][CH2:9][CH2:10][CH:11]([c:12]1[cH:13][cH:14][c:15]([Cl:18])[cH:16][cH:17]1)[NH:19][C:20]([O:21][C:22]([CH3:23])([CH3:24])[CH3:25])=[O:26]>>[CH3:1][C:2](=[O:3])[NH:8][CH2:9][CH2:10][CH:11]([c:12]1[cH:13][cH:14][c:15]([Cl:18])[cH:16][cH:17]1)[NH:19][C:20]([O:21][C:22]([CH3:23])([CH3:24])[CH3:25])=[O:26].